describe an organic reaction: reactants, conditions, products, and yield From a dataset of the Open Reaction Database (ORD), a public repository of structured organic reaction records. Starting materials: CC(C)(C)[O-].[K+] (potassium 2-methylpropan-2-olate), COC(CCSC=1C=C(C(=NC1)NC1=NC(=NS1)C1CC2CCC(C1)N2C(=O)OC(C)(C)C)OC=2C(=NC=CC2)C)=O (tert-Butyl 3-(5-(5-(3-methoxy-3-oxopropylthio)-3-(2-methylpyridin-3-yloxy)pyridin-2-ylamino)-1,2,4-thiadiazol-3-yl)-8-azabicyclo[3.2.1]octane-8-carboxylate), BrCCOC (1-Bromo-2-methoxyethane). Run in C1CCOC1 (THF). Reaction conditions: time 5 minute. Yields the product COCCSC=1C=C(C(=NC1)NC1=NC(=NS1)C1CC2CCC(C1)N2C(=O)OC(C)(C)C)OC=2C(=NC=CC2)C (tert-butyl 3-(5-(5-(2-methoxyethylthio)-3-(2-methylpyridin-3-yloxy)pyridin-2-ylamino)-1,2,4-thiadiazol-3-yl)-8-azabicyclo[3.2.1]octane-8-carboxylate). Yield: 77.4%. As a reaction SMILES: COC(=O)[CH2:4][CH2:5][S:6][C:7]1[CH:8]=[C:9]([O:34][C:35]2[C:36]([CH3:41])=[N:37][CH:38]=[CH:39][CH:40]=2)[C:10]([NH:13][C:14]2[S:18][N:17]=[C:16]([CH:19]3[CH2:25][CH:24]4[N:26]([C:27]([O:29][C:30]([CH3:33])([CH3:32])[CH3:31])=[O:28])[CH:21]([CH2:22][CH2:23]4)[CH2:20]3)[N:15]=2)=[N:11][CH:12]=1.C[C:44]([O-:47])(C)C.[K+].BrCCOC>C1COCC1>[CH3:44][O:47][CH2:4][CH2:5][S:6][C:7]1[CH:8]=[C:9]([O:34][C:35]2[C:36]([CH3:41])=[N:37][CH:38]=[CH:39][CH:40]=2)[C:10]([NH:13][C:14]2[S:18][N:17]=[C:16]([CH:19]3[CH2:20][CH:21]4[N:26]([C:27]([O:29][C:30]([CH3:31])([CH3:33])[CH3:32])=[O:28])[CH:24]([CH2:23][CH2:22]4)[CH2:25]3)[N:15]=2)=[N:11][CH:12]=1 |f:1.2|. Reported procedure: tert-Butyl 3-(5-(5-(3-methoxy-3-oxopropylthio)-3-(2-methylpyridin-3-yloxy)pyridin-2-ylamino)-1,2,4-thiadiazol-3-yl)-8-azabicyclo[3.2.1]octane-8-carboxylate (347 mg, 0.566 mmol) was dissolved in THF (5 mL) and potassium 2-methylpropan-2-olate (1699 μL, 1.70 mmol) was added. The reaction was stirred for 5 minutes. 1-Bromo-2-methoxyethane (53.2 μL, 0.566 mmol) was added and the reaction was stirred at ambient temperature for 1 hour. The reaction was partitioned between saturated aqueous NH4Cl and C... The reactants are CCOC(=O)C(C)NC1CSc2ccccc2N(CC(=O)O)C1=O, Cl, Cl, [Na+], [OH-], O. The product is CC(NC1CSc2ccccc2N(CC(=O)O)C1=O)C(=O)O, Cl. Reaction SMILES: [C:2](=[O:3])([OH:4])[CH2:5][N:6]1[C:7](=[O:25])[CH:8]([NH:17][CH:18]([CH3:19])[C:20](=[O:21])[O:22][CH2:23][CH3:24])[CH2:9][S:10][c:11]2[c:12]1[cH:13][cH:14][cH:15][cH:16]2.[ClH:1].[ClH:28].[Na+:27].[OH-:26].[OH2:29]>>[C:2](=[O:3])([OH:4])[CH2:5][N:6]1[C:7](=[O:25])[CH:8]([NH:17][CH:18]([CH3:19])[C:20](=[O:21])[OH:22])[CH2:9][S:10][c:11]2[c:12]1[cH:13][cH:14][cH:15][cH:16]2.[ClH:1].